Dataset: the Open Reaction Database (ORD), a public repository of structured organic reaction records. Task: describe an organic reaction: reactants, conditions, products, and yield Starting materials: O=C1CCC(=O)N1Br, C1CCOC1, CCCCCC, CC(C)OC(C)C, Cc1c(-c2ccc(F)cc2)cn2c1CCC2. Product: Cc1c(-c2ccc(F)cc2)c(Br)n2c1CCC2. As a reaction SMILES: [Br:17][N:18]1[C:19](=[O:20])[CH2:21][CH2:22][C:23]1=[O:24].[CH2:38]1[O:39][CH2:40][CH2:41][CH2:42]1.[CH3:25][CH2:26][CH2:27][CH2:28][CH2:29][CH3:30].[CH:31]([O:32][CH:33]([CH3:34])[CH3:35])([CH3:36])[CH3:37].[F:1][c:2]1[cH:3][cH:4][c:5](-[c:8]2[cH:9][n:10]3[c:14]([c:15]2[CH3:16])[CH2:13][CH2:12][CH2:11]3)[cH:6][cH:7]1>>[F:1][c:2]1[cH:3][cH:4][c:5](-[c:8]2[c:9]([Br:17])[n:10]3[c:14]([c:15]2[CH3:16])[CH2:13][CH2:12][CH2:11]3)[cH:6][cH:7]1. Reported procedure: A solution of 3-(2-hydroxyethyl)-2-phenyloxazolidine (11.0 g) in anhydrous ether (30 ml) is added dropwise with stirring to Grignard reagent which is prepared from magnesium turnings (3.3 g) and m-methoxybenzyl chloride (20.7 g) in anhydrous ether (150 ml), and the mixture is refluxed for 3 hours. After the reaction, the reaction mixture is decomposed by adding water thereto. The ether layer is separated and extracted with 10% hydrochloric acid (100 ml). The hydrochloric acid layer is made alkal... The yield is 70.7%. The reactants are [Mg] (magnesium), COC=1C=C(CCl)C=CC1 (m-methoxybenzyl chloride), O (water), OCCN1C(OCC1)C1=CC=CC=C1 (3-(2-hydroxyethyl)-2-phenyloxazolidine), Grignard reagent. As a reaction SMILES: [OH:1][CH2:2][CH2:3][N:4]1[CH2:8][CH2:7][O:6][CH:5]1[C:9]1[CH:14]=[CH:13][CH:12]=[CH:11][CH:10]=1.[Mg].[CH3:16][O:17][C:18]1[CH:19]=[C:20]([CH:23]=[CH:24][CH:25]=1)[CH2:21]Cl.O>CCOCC>[OH:1][CH2:2][CH2:3][N:4]([CH:5]([C:9]1[CH:14]=[CH:13][CH:12]=[CH:11][CH:10]=1)[CH2:21][C:20]1[CH:23]=[CH:24][CH:25]=[C:18]([O:17][CH3:16])[CH:19]=1)[CH2:8][CH2:7][OH:6]. Product: OCCN(CCO)C(CC1=CC(=CC=C1)OC)C1=CC=CC=C1 (N,N-bis(2-hydroxyethyl)-2-(3-methoxyphenyl)-1-phenylethylamine). The solvent is CCOCC (ether), CCOCC (ether). Starting materials: C(#CCCCCCC)C1=CC=C(C=O)C=C1 (4-oct-1-ynylbenzaldehyde), BrC1=CC=C(CN)C=C1 (4-bromobenzylamine). Product: BrC1=CC=C(CNCC2=CC=C(C=C2)C#CCCCCCC)C=C1 (N-(4-bromobenzyl)-N-(4-oct-1-ynylbenzyl)amine). The yield is 86.0%. Reaction SMILES: [C:1]([C:9]1[CH:16]=[CH:15][C:12]([CH:13]=O)=[CH:11][CH:10]=1)#[C:2][CH2:3][CH2:4][CH2:5][CH2:6][CH2:7][CH3:8].[Br:17][C:18]1[CH:25]=[CH:24][C:21]([CH2:22][NH2:23])=[CH:20][CH:19]=1>>[Br:17][C:18]1[CH:25]=[CH:24][C:21]([CH2:22][NH:23][CH2:13][C:12]2[CH:15]=[CH:16][C:9]([C:1]#[C:2][CH2:3][CH2:4][CH2:5][CH2:6][CH2:7][CH3:8])=[CH:10][CH:11]=2)=[CH:20][CH:19]=1. Procedure: The same procedure as employed in the preparation of Example 226 (step a) but using 4-oct-1-ynylbenzaldehyde and 4-bromobenzylamine gave the title compound as a colorless oil (86%). 1H NMR (CDCl3, 300 MHz) δ 7.47 (d, J=8.3 Hz, 2H), 7.38 (d, J=8.3 Hz, 2H), 7.30-7.19 (m, 4H), 3.78 (s, 2H), 3.75 (s, 2H), 2.42 (t, J=6.8 Hz, 2H), 1.69-1.55 (m, 2H), 1.54-1.42 (m, 2H), 1.42-1.27 (m, 4H), 0.93 (t, J=6.8 Hz, 3H). M+(LC/MS(ESI)): 384.4 HPLC (Condition A), Rt: 4.18 min (HPLC purity: 97.6%). Reactants: CCOC(C)=O, NC(c1ccccc1)c1ccccc1, O=Cc1ccc2ccc(-c3ccccc3)nc2c1. Yields the product C(=NC(c1ccccc1)c1ccccc1)c1ccc2ccc(-c3ccccc3)nc2c1. RXN SMILES: [CH3:33][CH2:34][O:35][C:36]([CH3:37])=[O:38].[NH2:19][CH:20]([c:21]1[cH:22][cH:23][cH:24][cH:25][cH:26]1)[c:27]1[cH:28][cH:29][cH:30][cH:31][cH:32]1.[c:1]1(-[c:7]2[n:8][c:9]3[cH:10][c:11]([CH:17]=[O:18])[cH:12][cH:13][c:14]3[cH:15][cH:16]2)[cH:2][cH:3][cH:4][cH:5][cH:6]1>>[c:1]1(-[c:7]2[n:8][c:9]3[cH:10][c:11]([CH:17]=[N:19][CH:20]([c:21]4[cH:22][cH:23][cH:24][cH:25][cH:26]4)[c:27]4[cH:28][cH:29][cH:30][cH:31][cH:32]4)[cH:12][cH:13][c:14]3[cH:15][cH:16]2)[cH:2][cH:3][cH:4][cH:5][cH:6]1. Starting materials: CCN(C(C)C)C(C)C (DIPEA), NC1=C(C=C(C#N)C=C1)CO (4-Amino-3-hydroxymethyl-benzonitrile), ClC(=O)OCC (ethyl chloroformate). The solvent is C1CCOC1 (THF). Reaction conditions: temperature 0 celsius, time 15 minute. Product: O=C1OCC2=C(N1)C=CC(=C2)C#N (2-Oxo-1,4-dihydro-2H-benzo[d][1,3]oxazine-6-carbonitrile). Reaction SMILES: [NH2:1][C:2]1[CH:9]=[CH:8][C:5]([C:6]#[N:7])=[CH:4][C:3]=1[CH2:10][OH:11].CCN(C(C)C)C(C)C.Cl[C:22](OCC)=[O:23]>C1COCC1>[O:23]=[C:22]1[NH:1][C:2]2[CH:9]=[CH:8][C:5]([C:6]#[N:7])=[CH:4][C:3]=2[CH2:10][O:11]1. Procedure details: 20 mmol of 4-Amino-3-hydroxymethyl-benzonitrile were dissolved in THF. 1.2 eq. of DIPEA were added and the reaction cooled to 0° C. 3.5 eq of ethyl chloroformate were added dropwise and the reaction warmed to rt and stirred for another 15 min. The crude material was extracted form etyhlacetate and sat. NaHCO3. After separation, and drying of the organic layer the solvent was evaporated and the crude taken up in toluene. 2.5 ml of DBU were added and the reaction mixture refluxed for 4 h. The orga...